This data is from the Open Reaction Database (ORD), a public repository of structured organic reaction records. The task is: describe an organic reaction: reactants, conditions, products, and yield Starting materials: CO, O=C[O-], NC1=NC(c2ccc(NC(=O)c3ccc(Cl)cc3)cc2)CO1, [NH4+]. The product is NC1=NC(c2ccc(NC(=O)c3ccccc3)cc2)CO1. RXN SMILES: [CH3:27][OH:28].[CH:23]([O-:24])=[O:25].[NH2:1][C:2]1=[N:6][CH:5]([c:7]2[cH:8][cH:9][c:10]([NH:13][C:14]([c:15]3[cH:16][cH:17][c:18]([Cl:21])[cH:19][cH:20]3)=[O:22])[cH:11][cH:12]2)[CH2:4][O:3]1.[NH4+:26]>>[NH2:1][C:2]1=[N:6][CH:5]([c:7]2[cH:8][cH:9][c:10]([NH:13][C:14]([c:15]3[cH:16][cH:17][cH:18][cH:19][cH:20]3)=[O:22])[cH:11][cH:12]2)[CH2:4][O:3]1.